This data is from the Open Reaction Database (ORD), a public repository of structured organic reaction records. The task is: describe an organic reaction: reactants, conditions, products, and yield Reaction SMILES: [CH3:1][C:2]1[CH2:22][S:21][C@@H:5]2[C@H:6]([NH:9][C:10]([C@H:12]([NH2:20])[C:13]3[CH:14]=[CH:15][C:16]([OH:19])=[CH:17][CH:18]=3)=[O:11])[C:7](=[O:8])[N:4]2[C:3]=1[C:23]([OH:25])=[O:24].Cl>>[CH3:1][C:2]1[CH2:22][S:21][C@@H:5]2[C@H:6]([NH:9][C:10]([C@H:12]([NH2:20])[C:13]3[CH:14]=[CH:15][C:16]([OH:19])=[CH:17][CH:18]=3)=[O:11])[C:7](=[O:8])[N:4]2[C:3]=1[C:23]([OH:25])=[O:24].[CH3:3][N:4]([CH3:5])[CH:7]=[O:8] |f:2.3|. Yield: 83.0%. Reaction conditions: time 8 hour. Yields the product CC1=C(N2[C@@H]([C@@H](C2=O)NC(=O)[C@@H](C=3C=CC(=CC3)O)N)SC1)C(=O)O.CN(C=O)C (cefadroxil dimethylformamide). Procedure: The resultant crude mixture containing protected cefadroxil is worked up by treatment with a mixture of ice water and concentrated HCl. The phases are separated and Reextraction with water/HCl is carried out. The combined aqueous phases are treated with additional DMF, the solution is filtered and left overnight in a refrigerator. Crystalline cefadroxil dimethylformamide solvate is obtained, filtered off, washed with acetone and dried. Yield: 83%. Starting materials: resultant crude mixture, CC1=C(N2[C@@H]([C@@H](C2=O)NC(=O)[C@@H](C=3C=CC(=CC3)O)N)SC1)C(=O)O (cefadroxil), ice water, Cl (HCl). Starting materials: CC([O-])=S, CS(C)=O, N#[N+]c1ccc2oc(-c3ccc(Cl)cc3)nc2c1, F[B-](F)(F)F, [H+], [K+], O. Reaction SMILES: [C:1]([CH3:2])(=[S:3])[O-:4].[CH3:30][S:31]([CH3:32])=[O:33].[Cl:12][c:13]1[cH:14][cH:15][c:16](-[c:19]2[o:20][c:21]3[c:22]([n:23]2)[cH:24][c:25]([N+:28]#[N:29])[cH:26][cH:27]3)[cH:17][cH:18]1.[F:6][B-:7]([F:8])([F:9])[F:10].[H+:11].[K+:5].[OH2:34]>>[C:1]([CH3:2])([S:3][c:25]1[cH:24][c:22]2[c:21]([o:20][c:19](-[c:16]3[cH:15][cH:14][c:13]([Cl:12])[cH:18][cH:17]3)[n:23]2)[cH:27][cH:26]1)=[O:4]. The product is CC(=O)Sc1ccc2oc(-c3ccc(Cl)cc3)nc2c1.